Dataset: the Open Reaction Database (ORD), a public repository of structured organic reaction records. Task: describe an organic reaction: reactants, conditions, products, and yield Reactants: C1CCCCC1 (cyclohexane), ethereal solution, C[Mg]I (methylmagnesium iodide), OC1=C(C(=CC(=C1)C)C)CCCC(=O)O (4-(2-hydroxy-4,6-dimethylphenyl)butyric acid), CCOCC (ether), [Cl-].[NH4+] (ammonium chloride). Reaction conditions: temperature 5 celsius, time 12 hour. Yields the product OC1=C(C(=CC(=C1)C)C)CCCC(C)(O)C (5-(2-hydroxy-4,6-dimethylphenyl)-2-methylpentan-2-ol). Isolated yield 48.0%. RXN SMILES: C[Mg]I.[OH:4][C:5]1[CH:10]=[C:9]([CH3:11])[CH:8]=[C:7]([CH3:12])[C:6]=1[CH2:13][CH2:14][CH2:15]C(O)=O.[Cl-].[NH4+].[CH2:21]1CCCCC1.CC[O:29][CH2:30][CH3:31]>>[OH:4][C:5]1[CH:10]=[C:9]([CH3:11])[CH:8]=[C:7]([CH3:12])[C:6]=1[CH2:13][CH2:14][CH2:15][C:30]([CH3:31])([OH:29])[CH3:21] |f:2.3|. Procedure: A 3M ethereal solution of methylmagnesium iodide (8 ml, 24 mM) was added dropwise to a stirred solution of the lactone (C) (1.8 g, 9.5 mM) in ether (42 ml) at 5° C. Stirring was continued at ambient temperature for 12 hours. The mixture was then cooled to 5° C., treated with excess saturated ammonium chloride solution and extracted with ether. The combined extracts were washed with brine, dried (Na2SO4) and the solvent removed by evaporation. The residual oil was purified by flash chromatography...